Dataset: the Open Reaction Database (ORD), a public repository of structured organic reaction records. Task: describe an organic reaction: reactants, conditions, products, and yield Reactants: O=S(=O)(Cl)c1cc2c(Cl)cc(Cl)cc2s1, Cl, N#Cc1ccc(O)c(CN2CCC(N)C2=O)c1, c1ccncc1. The product is N#Cc1ccc(O)c(CN2CCC(NS(=O)(=O)c3cc4c(Cl)cc(Cl)cc4s3)C2=O)c1. Reaction SMILES: [Cl:19][c:20]1[cH:21][c:22]([Cl:33])[cH:23][c:24]2[s:25][c:26]([S:29](=[O:30])(=[O:31])[Cl:32])[cH:27][c:28]12.[ClH:1].[NH2:2][CH:3]1[C:4](=[O:18])[N:5]([CH2:8][c:9]2[cH:10][c:11]([C:12]#[N:13])[cH:14][cH:15][c:16]2[OH:17])[CH2:6][CH2:7]1.[cH:34]1[cH:35][cH:36][n:37][cH:38][cH:39]1>>[NH:2]([CH:3]1[C:4](=[O:18])[N:5]([CH2:8][c:9]2[cH:10][c:11]([C:12]#[N:13])[cH:14][cH:15][c:16]2[OH:17])[CH2:6][CH2:7]1)[S:29]([c:26]1[s:25][c:24]2[cH:23][c:22]([Cl:33])[cH:21][c:20]([Cl:19])[c:28]2[cH:27]1)(=[O:30])=[O:31]. RXN SMILES: [C:1]1([S:7]([N:10]2[CH2:14][CH2:13][CH2:12][CH:11]2/[CH:15]=[CH:16]/[C:17]2[CH:22]=[CH:21][C:20]([N:23]3[S:27](=[O:29])(=[O:28])[N:26](CC[Si](C)(C)C)[C:25](=[O:36])[CH2:24]3)=[C:19]([O:37][CH2:38][C:39]3[CH:44]=[CH:43][CH:42]=[CH:41][CH:40]=3)[CH:18]=2)(=[O:9])=[O:8])[CH:6]=[CH:5][CH:4]=[CH:3][CH:2]=1.CCCC[N+](CCCC)(CCCC)CCCC.[F-].Cl>C1COCC1>[C:1]1([S:7]([N:10]2[CH2:14][CH2:13][CH2:12][CH:11]2/[CH:15]=[CH:16]/[C:17]2[CH:22]=[CH:21][C:20]([N:23]3[S:27](=[O:29])(=[O:28])[NH:26][C:25](=[O:36])[CH2:24]3)=[C:19]([O:37][CH2:38][C:39]3[CH:44]=[CH:43][CH:42]=[CH:41][CH:40]=3)[CH:18]=2)(=[O:9])=[O:8])[CH:2]=[CH:3][CH:4]=[CH:5][CH:6]=1 |f:1.2|. Run at temperature 60 celsius, time 2 hour. Procedure details: To a solution of 5-{4-[(E)-2-(1-benzenesulfonylpyrrolidin-2-yl)-vinyl]-2-benzyloxyphenyl}-1,1-dioxo-2-(2-trimethylsilanylethyl)-1,2,5-thiadiazolidin-3-one (53 mg) in THF (2 mL) is added 0.2 mL of a 1M solution of TBAF in THF. The mixture is stirred at 60° C. for 2 h then is allowed to cool to RT. The mixture is poured into 1N HCl (20 mL) and extracted with EtOAc. The organic phase is washed with 1N HCl and brine and is dried over magnesium sulfate. The solvent is removed under reduced pressure a... Yields the product C1(=CC=CC=C1)S(=O)(=O)N1C(CCC1)/C=C/C1=CC(=C(C=C1)N1CC(NS1(=O)=O)=O)OCC1=CC=CC=C1 (5-{4-[(E)-2-(1-Benzenesulfonylpyrrolidin-2-yl)-vinyl]-2-benzyloxyphenyl}-1,1-dioxo-1,2,5-thiadiazolidin-3-one). Run in C1CCOC1 (THF), C1CCOC1 (THF). Starting materials: Cl (HCl), C1(=CC=CC=C1)S(=O)(=O)N1C(CCC1)/C=C/C1=CC(=C(C=C1)N1CC(N(S1(=O)=O)CC[Si](C)(C)C)=O)OCC1=CC=CC=C1 (5-{4-[(E)-2-(1-benzenesulfonylpyrrolidin-2-yl)-vinyl]-2-benzyloxyphenyl}-1,1-dioxo-2-(2-trimethylsilanylethyl)-1,2,5-thiadiazolidin-3-one), solution, CCCC[N+](CCCC)(CCCC)CCCC.[F-] (TBAF). Procedure: tert-Butyl 4-(3-bromo-8-((4-methoxybenzyl)(phenyl)amino)imidazo[1,2-b]pyridazin-6-ylamino)cyclohexylcarbamate (30 mg, 0.048 mmol) from (1a) and cyclopropylboronic acid (10 mg, 0.090 mmol) in toluene were purged with argon for 15 min, then aq. K3PO4 (2M, 0.06 mL), EtOH (0.04 mL) and tetrakis(triphenylphosphine)palladium(0) were added sequentially. The mixture was heated at 120° C. for 20 h. After cooling to room temperature, the mixture was partitioned between EtOAc (20 mL) and water (5 mL) and t... The reagents and catalysts are C=1C=CC(=CC1)[P](C=2C=CC=CC2)(C=3C=CC=CC3)[Pd]([P](C=4C=CC=CC4)(C=5C=CC=CC5)C=6C=CC=CC6)([P](C=7C=CC=CC7)(C=8C=CC=CC8)C=9C=CC=CC9)[P](C=1C=CC=CC1)(C=1C=CC=CC1)C=1C=CC=CC1 (tetrakis(triphenylphosphine)palladium(0)). Yields the product C1(CC1)C1=CN=C2N1N=C(C=C2N(C2=CC=CC=C2)CC2=CC=C(C=C2)OC)NC2CCC(CC2)NC(OC(C)(C)C)=O (tert-butyl 4-(3-cyclopropyl-8-((4-methoxybenzyl)(phenyl)amino)imidazo[1,2-b]pyridazin-6-ylamino)cyclohexylcarbamate). The reactants are BrC1=CN=C2N1N=C(C=C2N(C2=CC=CC=C2)CC2=CC=C(C=C2)OC)NC2CCC(CC2)NC(OC(C)(C)C)=O (tert-Butyl 4-(3-bromo-8-((4-methoxybenzyl)(phenyl)amino)imidazo[1,2-b]pyridazin-6-ylamino)cyclohexylcarbamate), ( 1a ), C1(CC1)B(O)O (cyclopropylboronic acid), [O-]P(=O)([O-])[O-].[K+].[K+].[K+] (K3PO4), CCO (EtOH). Run at temperature 120 celsius. The solvent is C1(=CC=CC=C1)C (toluene). As a reaction SMILES: Br[C:2]1[N:6]2[N:7]=[C:8]([NH:27][CH:28]3[CH2:33][CH2:32][CH:31]([NH:34][C:35](=[O:41])[O:36][C:37]([CH3:40])([CH3:39])[CH3:38])[CH2:30][CH2:29]3)[CH:9]=[C:10]([N:11]([CH2:18][C:19]3[CH:24]=[CH:23][C:22]([O:25][CH3:26])=[CH:21][CH:20]=3)[C:12]3[CH:17]=[CH:16][CH:15]=[CH:14][CH:13]=3)[C:5]2=[N:4][CH:3]=1.[CH:42]1(B(O)O)[CH2:44][CH2:43]1.[O-]P([O-])([O-])=O.[K+].[K+].[K+].CCO>C1(C)C=CC=CC=1.C1C=CC([P]([Pd]([P](C2C=CC=CC=2)(C2C=CC=CC=2)C2C=CC=CC=2)([P](C2C=CC=CC=2)(C2C=CC=CC=2)C2C=CC=CC=2)[P](C2C=CC=CC=2)(C2C=CC=CC=2)C2C=CC=CC=2)(C2C=CC=CC=2)C2C=CC=CC=2)=CC=1>[CH:42]1([C:2]2[N:6]3[N:7]=[C:8]([NH:27][CH:28]4[CH2:33][CH2:32][CH:31]([NH:34][C:35](=[O:41])[O:36][C:37]([CH3:40])([CH3:39])[CH3:38])[CH2:30][CH2:29]4)[CH:9]=[C:10]([N:11]([CH2:18][C:19]4[CH:24]=[CH:23][C:22]([O:25][CH3:26])=[CH:21][CH:20]=4)[C:12]4[CH:13]=[CH:14][CH:15]=[CH:16][CH:17]=4)[C:5]3=[N:4][CH:3]=2)[CH2:44][CH2:43]1 |f:2.3.4.5,^1:69,71,90,109|. The yield is 15.4%. The reactants are ClC1=NC(=CC=2N1C=CN2)C2=C(C=C(C=C2)Cl)Cl (5-Chloro-7-(2,4-dichlorophenyl)imidazo[1,2-c]pyrimidine), SCCNC(OC(C)(C)C)=O (tert-butyl (2-mercaptoethyl)carbamate), N12CCCCCC2=NCCC1 (1,8-diazabicyclo(5.4.0)undec-7-ene). Yields the product ClC1=C(C=CC(=C1)Cl)C1=CC=2N(C(=N1)SCCNC(OC(C)(C)C)=O)C=CN2 (tert-Butyl (2-{[7-(2,4-dichlorophenyl)imidazo[1,2-c]pyrimidin-5-yl]thio}ethyl)carbamate). RXN SMILES: Cl[C:2]1[N:7]2[CH:8]=[CH:9][N:10]=[C:6]2[CH:5]=[C:4]([C:11]2[CH:16]=[CH:15][C:14]([Cl:17])=[CH:13][C:12]=2[Cl:18])[N:3]=1.[SH:19][CH2:20][CH2:21][NH:22][C:23](=[O:29])[O:24][C:25]([CH3:28])([CH3:27])[CH3:26].N12CCCN=C1CCCCC2>>[Cl:18][C:12]1[CH:13]=[C:14]([Cl:17])[CH:15]=[CH:16][C:11]=1[C:4]1[N:3]=[C:2]([S:19][CH2:20][CH2:21][NH:22][C:23](=[O:29])[O:24][C:25]([CH3:27])([CH3:26])[CH3:28])[N:7]2[CH:8]=[CH:9][N:10]=[C:6]2[CH:5]=1. Procedure details: tert-Butyl (2-{[7-(2,4-dichlorophenyl)imidazo[1,2-c]pyrimidin-5-yl]thio}ethyl)carbamate (Example 44A) is synthesized in analogy to the preparation of Example 42A from 5-chloro-7-(2,4-dichlorophenyl)imidazo[1,2-c]pyrimidine (Example 6A) (500 mg, 1.7 mmol), tert-butyl (2-mercaptoethyl)carbamate (445 mg, 2.5 mmol) and 1,8-diazabicyclo(5.4.0)undec-7-ene (382 mg, 2.5 mmol). The crude product is purified by flash chromatography (eluent: cyclohexane/ethyl acetate), and 422 mg (93% of theory) of the pro... Reactants: C(C)O (ethanol), C(C)N(C(C(C1=CC=CC=C1)N1CCN(CC1)C1=C(C=C(C=C1)[N+](=O)[O-])F)=O)CC (N,N-diethyl-2-[4-(2-fluoro-4-nitro-phenyl)piperazin-1-yl]-2-phenyl-acetamide), O.O.Cl[Sn]Cl (SnCl2.2H2O), C([O-])([O-])=O.[Na+].[Na+] (sodium carbonate). Run in CCOC(=O)C (EtOAc). Conditions: temperature 85 celsius, time 0.5 hour. The product is NC1=CC(=C(C=C1)N1CCN(CC1)C(C(=O)N(CC)CC)C1=CC=CC=C1)F (2-[4-(4-Amino-2-fluoro-phenyl)-piperazin-1-yl]-N,N-diethyl-2-phenyl-acetamide). RXN SMILES: C(O)C.[CH2:4]([N:6]([CH2:32][CH3:33])[C:7](=[O:31])[CH:8]([N:15]1[CH2:20][CH2:19][N:18]([C:21]2[CH:26]=[CH:25][C:24]([N+:27]([O-])=O)=[CH:23][C:22]=2[F:30])[CH2:17][CH2:16]1)[C:9]1[CH:14]=[CH:13][CH:12]=[CH:11][CH:10]=1)[CH3:5].O.O.Cl[Sn]Cl.C(=O)([O-])[O-].[Na+].[Na+]>CCOC(C)=O>[NH2:27][C:24]1[CH:25]=[CH:26][C:21]([N:18]2[CH2:19][CH2:20][N:15]([CH:8]([C:9]3[CH:10]=[CH:11][CH:12]=[CH:13][CH:14]=3)[C:7]([N:6]([CH2:4][CH3:5])[CH2:32][CH3:33])=[O:31])[CH2:16][CH2:17]2)=[C:22]([F:30])[CH:23]=1 |f:2.3.4,5.6.7|. Procedure details: A 500 mL, round-bottomed flask under a positive pressure of nitrogen was equipped with a magnetic stirrer and charged with absolute ethanol (150 mL) followed by N,N-diethyl-2-[4-(2-fluoro-4-nitro-phenyl)piperazin-1-yl]-2-phenyl-acetamide (5.6 g, 13.5 mmol). To this stirred solution was added in one portion, SnCl2.2H2O (9.1 g, 40.3 mmol) and the reaction mixture was placed in a pre-heated oil bath maintained at ˜85° C. for 8 h. The reaction mixture was cooled to ambient temperature and then conce... The reactants are Cl (HCl), CO.COC(=O)C (MeOH MeOAc), ClC=1C(=CC(=NC1)OC)N1CC(C(CC1)OC1=CC=C(C=C1)N1N=C(C(C1CC#N)CC)C(F)(F)F)C (2-(1-(4-((1-(5-chloro-2-methoxypyridin-4-yl)-3-methylpiperidin-4-yl)oxy)phenyl)-4-ethyl-3-(trifluoromethyl)-4,5-dihydro-1H-pyrazol-5-yl)acetonitrile), Solvent B, Cl (HCl), C26H30ClF3N4O4, Solvent B, I (HI), I (HI), C26H30ClF3N4O4, Solvent B, I (HI), [Li+].[OH-] (LiOH), C26H30ClF3N4O4. Solvent: C(C)#N (acetonitrile), O (water). Conditions: time 48 hour. The product is ClC=1C(=CC(=NC1)OC)N1CC(C(CC1)OC1=CC=C(C=C1)N1N=C(C(C1CC(=O)O)CC)C(F)(F)F)C (2-(1-(4-((1-(5-Chloro-2-methoxypyridin-4-yl)-3-methylpiperidin-4-yl)oxy)phenyl)-4-ethyl-3-(trifluoromethyl)-4,5-dihydro-1H-pyrazol-5-yl)acetic acid). RXN SMILES: Cl.CO.C[O:5][C:6]([CH3:8])=[O:7].[Cl:9][C:10]1[C:11]([N:18]2[CH2:23][CH2:22][CH:21]([O:24][C:25]3[CH:30]=[CH:29][C:28]([N:31]4[CH:35](CC#N)[CH:34]([CH2:39][CH3:40])[C:33]([C:41]([F:44])([F:43])[F:42])=[N:32]4)=[CH:27][CH:26]=3)[CH:20]([CH3:45])[CH2:19]2)=[CH:12][C:13]([O:16][CH3:17])=[N:14][CH:15]=1.[Li+].[OH-].I>C(#N)C.O>[Cl:9][C:10]1[C:11]([N:18]2[CH2:23][CH2:22][CH:21]([O:24][C:25]3[CH:30]=[CH:29][C:28]([N:31]4[CH:35]([CH2:8][C:6]([OH:5])=[O:7])[CH:34]([CH2:39][CH3:40])[C:33]([C:41]([F:44])([F:42])[F:43])=[N:32]4)=[CH:27][CH:26]=3)[CH:20]([CH3:45])[CH2:19]2)=[CH:12][C:13]([O:16][CH3:17])=[N:14][CH:15]=1 |f:1.2,4.5|. Procedure details: Example 86 (Isomers 1, 2 and 3): To a solution of 3.6 M HCl in MeOH/MeOAc (326 μL, 1.174 mmol) was added to 2-(1-(4-((1-(5-chloro-2-methoxypyridin-4-yl)-3-methylpiperidin-4-yl)oxy)phenyl)-4-ethyl-3-(trifluoromethyl)-4,5-dihydro-1H-pyrazol-5-yl)acetonitrile (37 mg, 0.069 mmol) and the reaction stirred at rt for 48 h. The reaction mixture was diluted with acetonitrile and was evaporated to remove methanol and acetonitrile. The residue was dissolved in ethyl acetate and washed with a saturated aque... Starting materials: CS(=O)(=O)Cl (Methanesulphonyl chloride), CC1=C(OCC=2NCCN2)C=CC=C1C (2-(2,3-Dimethylphenoxymethyl)-2-imidazoline), C(Cl)(Cl)Cl (chloroform), C(Cl)(Cl)Cl (chloroform), CC1(C(N(CCC1)C)(C)C)C (pentamethylpiperidine). Run in CCOCC (ether). Product: CS(=O)(=O)N1C(=NCC1)COC1=C(C(=CC=C1)C)C (1-methanesulphonyl-2-(2,3-dimethylphenoxymethyl)-2-imidazoline). As a reaction SMILES: [CH3:1][C:2]1[C:14]([CH3:15])=[CH:13][CH:12]=[CH:11][C:3]=1[O:4][CH2:5][C:6]1[NH:7][CH2:8][CH2:9][N:10]=1.C(Cl)(Cl)Cl.[CH3:20][S:21](Cl)(=[O:23])=[O:22].CC1(C)CCCN(C)C1(C)C>CCOCC>[CH3:20][S:21]([N:10]1[CH2:9][CH2:8][N:7]=[C:6]1[CH2:5][O:4][C:3]1[CH:11]=[CH:12][CH:13]=[C:14]([CH3:15])[C:2]=1[CH3:1])(=[O:23])=[O:22]. Procedure: 2-(2,3-Dimethylphenoxymethyl)-2-imidazoline (8.0 g; 0.0392 moles) was dissolved in dry ether (75 ml) and sufficient dry chloroform (50 ml) and the solution cooled in ice (sufficient chloroform was used to prevent precipitation of the imidazoline on cooling). Methanesulphonyl chloride (4.50 g; 0.0393 moles) was added dropwise to the cold, stirred solution. When the addition was complete pentamethylpiperidine (6.08 g; 0.0392 moles) was added and the reaction mixture heated under reflux until tlc s... Starting materials: FC(C(=O)F)(OC(C(C(F)(F)F)(F)F)(F)F)C(F)(F)F (perfluoro-2-methyl-3-oxahexanoyl fluoride), C[Si]([O-])(C)C.[Na+] (sodium trimethylsilanolate). Solvent: ClC1=C(C=CC=C1)Cl (o-dichlorobenzene). Product: FC(C(=O)[O-])(OC(C(C(F)(F)F)(F)F)(F)F)C(F)(F)F.[Na+] (Sodium perfluoro-2-methyl-3-oxahexanoate). Yield: 77.3%. Reaction SMILES: [F:1][C:2]([C:17]([F:20])([F:19])[F:18])([O:6][C:7]([F:16])([F:15])[C:8]([F:14])([F:13])[C:9]([F:12])([F:11])[F:10])[C:3](F)=[O:4].C[Si](C)(C)[O-:23].[Na+:26]>ClC1C=CC=CC=1Cl>[F:1][C:2]([C:17]([F:18])([F:19])[F:20])([O:6][C:7]([F:15])([F:16])[C:8]([F:13])([F:14])[C:9]([F:12])([F:10])[F:11])[C:3]([O-:4])=[O:23].[Na+:26] |f:1.2,4.5|. Procedure: The procedure of Example 1 was followed using perfluoro-2-methyl-3-oxahexanoyl fluoride (16.6 g, 50 mmol), sodium trimethylsilanolate (5.6 g, 50 mmol), dry o-dichlorobenzene (200 mL), and 1 h at room temperature followed by rapid heating to 150°. Sodium perfluoro-2-methyl-3-oxahexanoate (13.6 g, 77% yield) was isolated as a white solid: The 19F NMR data were the same as reported in Example 15.